From a dataset of the Open Reaction Database (ORD), a public repository of structured organic reaction records. describe an organic reaction: reactants, conditions, products, and yield Reactants: N(=O)[O-].[Na+] (sodium nitrite), BrCC(CCC)CCC (1-bromo-2-propylpentane), ice water. The solvent is CS(=O)C (DMSO). Run at time 8 hour. Product: [N+](=O)([O-])CC(CCC)CCC (1-nitro-2-propylpentane). The yield is 92.5%. Reaction SMILES: [N:1]([O-:3])=[O:2].[Na+].Br[CH2:6][CH:7]([CH2:11][CH2:12][CH3:13])[CH2:8][CH2:9][CH3:10]>CS(C)=O>[N+:1]([CH2:6][CH:7]([CH2:11][CH2:12][CH3:13])[CH2:8][CH2:9][CH3:10])([O-:3])=[O:2] |f:0.1|. Reported procedure: To a solution of sodium nitrite (30.6 g, 0.43 mol) in DMSO (700 ml) was added 1-bromo-2-propylpentane (49 g, 0.254 mol). The mixture was stirred overnight at room temperature and poured into ice water (700 g). The mixture was extracted with ether (4×250 ml), the organic layers were combined, washed with water (2×500 ml), brine (500 ml), dried and concentrated in vacuo to furnish 37.4 g (93%) of 1-nitro-2-propylpentane which was 85% pure based on 1H NMR data. Starting materials: ClC=1C=CC(=C(C1)CC1=CC=CC(=N1)C(=O)OCC)OCC1=CC=CC=C1 (Ethyl 6-({5-chloro-2-[(phenylmethyl)oxy]phenyl}methyl)-2-pyridinecarboxylate). The solvent is C(C)O (ethanol), [OH-].[Na+] (sodium hydroxide). Yields the product ClC=1C=CC(=C(C1)CC1=CC=CC(=N1)C(=O)O)OCC1=CC=CC=C1 (6-({5-Chloro-2-[(phenylmethyl)oxy]phenyl}methyl)-2-pyridinecarboxylic acid). Isolated yield 97.9%. RXN SMILES: [Cl:1][C:2]1[CH:3]=[CH:4][C:5]([O:20][CH2:21][C:22]2[CH:27]=[CH:26][CH:25]=[CH:24][CH:23]=2)=[C:6]([CH2:8][C:9]2[N:14]=[C:13]([C:15]([O:17]CC)=[O:16])[CH:12]=[CH:11][CH:10]=2)[CH:7]=1>C(O)C.[OH-].[Na+]>[Cl:1][C:2]1[CH:3]=[CH:4][C:5]([O:20][CH2:21][C:22]2[CH:27]=[CH:26][CH:25]=[CH:24][CH:23]=2)=[C:6]([CH2:8][C:9]2[N:14]=[C:13]([C:15]([OH:17])=[O:16])[CH:12]=[CH:11][CH:10]=2)[CH:7]=1 |f:2.3|. Procedure details: Ethyl 6-({5-chloro-2-[(phenylmethyl)oxy]phenyl}methyl)-2-pyridinecarboxylate (5.26 g, 13.8 mmol) was stirred at 60° C. for 2 hours in ethanol (15 ml) and 2M sodium hydroxide solution (5 mL). The reaction mixture was cooled and evaporated. The residue was diluted with water and extracted with diethyl ether. The aqueous phase was then acidified with glacial acetic acid and extracted with ethyl acetate (2×30 mL), dried (MgSO4) and evaporated to give the title compound as a yellow oil (4.78 g). Starting materials: COc1cc2c(-c3ccc(Cl)cc3)csc2c(Cl)c1Cl, Cl, O, c1ccncc1. Yields the product Oc1cc2c(-c3ccc(Cl)cc3)csc2c(Cl)c1Cl. RXN SMILES: [Cl:1][c:2]1[cH:3][cH:4][c:5](-[c:8]2[c:9]3[c:10]([s:11][cH:12]2)[c:13]([Cl:20])[c:14]([Cl:19])[c:15]([O:17][CH3:18])[cH:16]3)[cH:6][cH:7]1.[ClH:21].[OH2:28].[n:22]1[cH:23][cH:24][cH:25][cH:26][cH:27]1>>[Cl:1][c:2]1[cH:3][cH:4][c:5](-[c:8]2[c:9]3[c:10]([s:11][cH:12]2)[c:13]([Cl:20])[c:14]([Cl:19])[c:15]([OH:17])[cH:16]3)[cH:6][cH:7]1. Starting materials: BrC1(C(NC2=C1C=NC(=C2)Cl)=O)Br (3,3-dibromo-6-chloro-1,3-dihydro-2H-pyrrolo[3,2-c]pyridin-2-one). The reagents and catalysts are [Zn] (zinc). Solvent: C(C)(=O)O (acetic acid), CO (methanol). Run at time 50 minute. Yields the product ClC1=CC2=C(C=N1)CC(N2)=O (6-Chloro-1,3-dihydro-2H-pyrrolo[3,2-c]pyridin-2-one). Yield: 95.2%. Reaction SMILES: Br[C:2]1(Br)[C:6]2[CH:7]=[N:8][C:9]([Cl:11])=[CH:10][C:5]=2[NH:4][C:3]1=[O:12]>C(O)(=O)C.CO.[Zn]>[Cl:11][C:9]1[N:8]=[CH:7][C:6]2[CH2:2][C:3](=[O:12])[NH:4][C:5]=2[CH:10]=1. Procedure: To a solution of 3,3-dibromo-6-chloro-1,3-dihydro-2H-pyrrolo[3,2-c]pyridin-2-one (preparation 36d, 1.14 g, 3.49 mmol) in acetic acid (35 mL) was added zinc dust (2.23 g, 34.10 mmol) in one portion and the mixture was stirred at room temperature for 50 minutes. The mixture was diluted with methanol and filtered through a fine frit. The filtrate was evaporated under reduced pressure and the residue was purified by flash chromatography (95:5 dichloromethane/methanol) to give the title compound (0.5... Reactants: C1(CC1)COC1=C(C=CC=C1OC)/C=C/C=1N=C2N(C(C1I)=O)C=CS2 (7-{(E)-2-[2-(Cyclopropylmethoxy)-3-methoxyphenyl]vinyl}-6-iodo-5H-[1,3]thiazolo[3,2-a]pyrimidin-5-one), C1(CC1)COC1=C(C=CC=C1OC)/C=C/C=1N=C2N(C(C1)=O)C(=C(S2)C)C (7-{(E)-2-[2-(Cyclopropylmethoxy)-3-methoxyphenyl]vinyl}-2,3-dimethyl-5H-[1,3]thiazolo[3,2-a]pyrimidin-5-one), intermediate, IN1C(CCC1=O)=O (N-iodosuccinimide). Solvent: C(C)#N (acetonitrile). Yields the product C1(CC1)COC1=C(C=CC=C1OC)/C=C/C=1N=C2N(C(C1I)=O)C(=C(S2)C)C (7-{(E)-2-[2-(Cyclopropylmethoxy)-3-methoxyphenyl]vinyl}-6-iodo-2,3-dimethyl-5H-[1,3]thiazolo[3,2-a]pyrimidin-5-one). Reaction SMILES: [CH:1]1([CH2:4][O:5][C:6]2[C:11]([O:12][CH3:13])=[CH:10][CH:9]=[CH:8][C:7]=2/[CH:14]=[CH:15]/[C:16]2[N:17]=[C:18]3[S:25][C:24]([CH3:26])=[C:23]([CH3:27])[N:19]3[C:20](=[O:22])[CH:21]=2)[CH2:3][CH2:2]1.[I:28]N1C(=O)CCC1=O.C1(COC2C(OC)=CC=CC=2/C=C/C2N=C3SC=CN3C(=O)C=2I)CC1>C(#N)C>[CH:1]1([CH2:4][O:5][C:6]2[C:11]([O:12][CH3:13])=[CH:10][CH:9]=[CH:8][C:7]=2/[CH:14]=[CH:15]/[C:16]2[N:17]=[C:18]3[S:25][C:24]([CH3:26])=[C:23]([CH3:27])[N:19]3[C:20](=[O:22])[C:21]=2[I:28])[CH2:3][CH2:2]1. Procedure: To a solution of Step 3 intermediate (500 mg, 1.568 mmol) in acetonitrile (10 ml) was added N-iodosuccinimide (494 mg, 2.195 mmol) and reacted according to the procedure described in Step 4, Intermediate 2 to afford 600 mg of the desired compound; 1H NMR (300 MHz, CDCl3) δ 0.32-0.34 (m, 2H), 0.54-0.56 (m, 2H), 1.17-1.20 (m, 1H), 2.29 (s, 3H), 2.58 (s, 3H), 3.75-3.77 (m, 2H), 3.80 (s, 3H), 7.04-7.13 (m, 2H), 7.25-7.27 (m, 1H), 7.47 (d, J=15.9 Hz, 1H), 8.12 (d, J=15.6 Hz, 1H); ESI-MS (m/z) 509.01 ... Reactants: ClC1=C(C(=O)OC(C)C)C=C(C=C1)NC(=S)NC(=CC(=O)OCC)C (isopropyl 2-chloro-5-{3-[2-(ethoxycarbonyl)-1-methylvinyl]thioureido}-benzoate), [Na] (sodium). Solvent: C(C)(C)O.CN(C=O)C (isopropanol dimethylformamide). The product is ClC1=C(C(=O)OC(C)C)C=C(C=C1)N1C(NC(=CC1=O)C)=S (isopropyl 2-chloro-5-[3,6-dihydro-4-methyl-6-oxo-2-thioxo-1(2H)-pyrimidinyl]-benzoate). Reaction SMILES: [Cl:1][C:2]1[CH:13]=[CH:12][C:11]([NH:14][C:15]([NH:17][C:18]([CH3:25])=[CH:19][C:20](OCC)=[O:21])=[S:16])=[CH:10][C:3]=1[C:4]([O:6][CH:7]([CH3:9])[CH3:8])=[O:5].[Na]>C(O)(C)C.CN(C)C=O>[Cl:1][C:2]1[CH:13]=[CH:12][C:11]([N:14]2[C:20](=[O:21])[CH:19]=[C:18]([CH3:25])[NH:17][C:15]2=[S:16])=[CH:10][C:3]=1[C:4]([O:6][CH:7]([CH3:9])[CH3:8])=[O:5] |f:2.3,^1:25|. Procedure details: using isopropyl 2-chloro-5-{3-[2-(ethoxycarbonyl)-1-methylvinyl]thioureido}-benzoate with sodium isopropylate in an isopropanol/dimethylformamide mixture there is obtained isopropyl 2-chloro-5-[3,6-dihydro-4-methyl-6-oxo-2-thioxo-1(2H)-pyrimidinyl]-benzoate, Starting materials: C(C)(=O)[O-].[NH4+] (Ammonium acetate), COC=1C=C2CCC(C(C2=CC1)CC1=CC=CC=C1)=O (3,4-dihydro-6-methoxy-1-(phenylmethyl)-2(1H)-naphthalenone), C(#N)[BH3-].[Na+] (Sodium cyanoborohydride). Run in CO (methanol). The product is COC=1C=C2CC[C@@H]([C@@H](C2=CC1)CC1=CC=CC=C1)N (cis-1,2,3,4-tetrahydro-6-methoxy-1-(phenylmethyl)-2-naphthalenamine). RXN SMILES: C([O-])(=O)C.[NH4+].[CH3:6][O:7][C:8]1[CH:9]=[C:10]2[C:15](=[CH:16][CH:17]=1)[CH:14]([CH2:18][C:19]1[CH:24]=[CH:23][CH:22]=[CH:21][CH:20]=1)[C:13](=O)[CH2:12][CH2:11]2.C([BH3-])#[N:27].[Na+]>CO>[CH3:6][O:7][C:8]1[CH:9]=[C:10]2[C:15](=[CH:16][CH:17]=1)[C@@H:14]([CH2:18][C:19]1[CH:24]=[CH:23][CH:22]=[CH:21][CH:20]=1)[C@@H:13]([NH2:27])[CH2:12][CH2:11]2 |f:0.1,3.4|. Procedure details: Compound 5 (0.464 g, 1.8 mmol) was placed in a 250 mL Parr shaker bottle and dissolved in ethyl acetate (25 mL). Separately, 10% palladium on carbon (0.029 g) was placed in a vial and to it was added methanol (25 mL) in order to create a slurry. This material was then carefully added to the Parr vessel and the mixture was hydrogenated under a pressure of approximately 50 psi for 19 hours. The reaction solution was filtered over a pad of Celite. The solvents were removed in vacuo and the resultin...